Task: describe an organic reaction: reactants, conditions, products, and yield. Dataset: the Open Reaction Database (ORD), a public repository of structured organic reaction records Reactants: C1COCCO1, O=C(Cl)c1ccc(F)cc1F, CN1CCC(Oc2cccc(N)c2F)CC1. The product is Cl, CN1CCC(Oc2cccc(NC(=O)c3ccc(F)cc3F)c2F)CC1. Reaction SMILES: [CH2:28]1[O:29][CH2:30][CH2:31][O:32][CH2:33]1.[F:17][c:18]1[c:19]([C:20](=[O:21])[Cl:22])[cH:23][cH:24][c:25]([F:27])[cH:26]1.[F:1][c:2]1[c:3]([NH2:16])[cH:4][cH:5][cH:6][c:7]1[O:8][CH:9]1[CH2:10][CH2:11][N:12]([CH3:15])[CH2:13][CH2:14]1>>[ClH:22].[F:1][c:2]1[c:3]([NH:16][C:20]([c:19]2[c:18]([F:17])[cH:26][c:25]([F:27])[cH:24][cH:23]2)=[O:21])[cH:4][cH:5][cH:6][c:7]1[O:8][CH:9]1[CH2:10][CH2:11][N:12]([CH3:15])[CH2:13][CH2:14]1.